This data is from the Open Reaction Database (ORD), a public repository of structured organic reaction records. The task is: describe an organic reaction: reactants, conditions, products, and yield Starting materials: c1(cn(nn1)C)C, c1(cc(c2c(c1Cl)C(N(CC2)Cc1c(cc(nc1OCc1ccccc1)C)C)=O)Cl)Br. Reagents/catalysts: c1ccc(cc1)-c2c3ccccc3cc4ccccc24 (9-Phenylanthracene), CC(C)(C)C(=O)[O-].[Cs+] (CsOPiv), O1c2c(C(c3c1c(ccc3)P(c1ccccc1)c1ccccc1)(C)C)cccc2P(c1ccccc1)c1ccccc1.Cl[Pd]Cl (Pd(XanthPhos)Cl2), 0. Solvent: CC(=O)N(C)C (DMAc). Run at temperature 90 celsius, time 18 hour. Product: Cc1cc(C)c(CN2CCc3c(Cl)cc(c(Cl)c3C2=O)c4c(C)nnn4C)c(OCc5ccccc5)n1. RXN SMILES: [CH3:1][c:2]1[n:30][c:21]([O:22][CH2:23][c:24]2[cH:29][cH:28][cH:27][cH:26][cH:25]2)[c:6]([CH2:7][N:8]3[C:19](=[O:20])[c:18]([c:11]4[CH2:10][CH2:9]3)[c:16]([Cl:17])[c:15](Br)[cH:14][c:12]4[Cl:13])[c:4]([CH3:5])[cH:3]1.[CH3:31][c:32]1[n:37][n:36][n:34]([CH3:35])[cH:33]1>>[CH3:1][c:2]1[n:30][c:21]([O:22][CH2:23][c:24]2[cH:29][cH:28][cH:27][cH:26][cH:25]2)[c:6]([CH2:7][N:8]3[C:19](=[O:20])[c:18]([c:11]4[CH2:10][CH2:9]3)[c:16]([Cl:17])[c:15]([c:33]5[n:34]([CH3:35])[n:36][n:37][c:32]5[CH3:31])[cH:14][c:12]4[Cl:13])[c:4]([CH3:5])[cH:3]1. Reactants: ClCCl, Cc1cc(CC(=O)OC(C)(C)C)ccc1NC(=O)Nc1ccccc1F, O=C(O)C(F)(F)F. The product is Cc1cc(CC(=O)O)ccc1NC(=O)Nc1ccccc1F. RXN SMILES: [Cl:34][CH2:35][Cl:36].[F:1][c:2]1[c:3]([NH:8][C:9]([NH:10][c:11]2[c:12]([CH3:25])[cH:13][c:14]([CH2:17][C:18](=[O:19])[O:20][C:21]([CH3:22])([CH3:23])[CH3:24])[cH:15][cH:16]2)=[O:26])[cH:4][cH:5][cH:6][cH:7]1.[F:27][C:28]([F:29])([F:30])[C:31]([OH:32])=[O:33]>>[F:1][c:2]1[c:3]([NH:8][C:9]([NH:10][c:11]2[c:12]([CH3:25])[cH:13][c:14]([CH2:17][C:18](=[O:19])[OH:20])[cH:15][cH:16]2)=[O:26])[cH:4][cH:5][cH:6][cH:7]1. Reactants: ClCC(=O)Cl (2-chloroacetylchloride), O (Water), NC=1C(=CC(=C(C(=O)NC)C1)Br)C (5-amino-2-bromo-N, 4-dimethylbenzamide), CCN(C(C)C)C(C)C (DIPEA), ClCC(=O)Cl (2-chloroacetylchloride). Run in CC(=O)C (acetone). Run at time 60 minute. Yields the product BrC1=C(C(=O)NC)C=C(C(=C1)C)NC(CCl)=O (2-bromo-5-(2-chloroacetamido)-N-methyl-4-methylbenzamide). Isolated yield 85.6%. As a reaction SMILES: [NH2:1][C:2]1[C:3]([CH3:13])=[CH:4][C:5]([Br:12])=[C:6]([CH:11]=1)[C:7]([NH:9][CH3:10])=[O:8].CCN(C(C)C)C(C)C.[Cl:23][CH2:24][C:25](Cl)=[O:26].O>CC(C)=O>[Br:12][C:5]1[CH:4]=[C:3]([CH3:13])[C:2]([NH:1][C:25](=[O:26])[CH2:24][Cl:23])=[CH:11][C:6]=1[C:7]([NH:9][CH3:10])=[O:8]. Procedure: To a solution of 5-amino-2-bromo-N, 4-dimethylbenzamide (3A) (94 mg, 0.38 mmol) in acetone (4 mL) at 0° C. was added DIPEA (68 μL, 0.39 mmol) followed by 2-chloroacetylchloride (31 μL, 0.39 mmol). The solution was stirred for 60 minutes and another aliquot of 2-chloroacetylchloride (4 μL) was added. Water was added (94 mL) and the acetone removed in vacuo. The solids were stirred rapidly for 1 h, filtered and washed with water to give 104 mg (84% yield) of 2-bromo-5-(2-chloroacetamido)-N-methyl-... Reactants: Clc1cccc(Cl)c1-c1noc(C2CC2)c1CBr, CC(C)(C)OC(=O)N1CCC(O)CC1, C1CCOC1, CC(C)(C)[O-], CCOC(C)=O, [K+], C1COCCOCCOCCOCCOCCO1, O. Product: CC(C)(C)OC(=O)N1CCC(OCc2c(-c3c(Cl)cccc3Cl)noc2C2CC2)CC1. Reaction SMILES: [Br:39][CH2:40][c:41]1[c:42](-[c:49]2[c:50]([Cl:56])[cH:51][cH:52][cH:53][c:54]2[Cl:55])[n:43][o:44][c:45]1[CH:46]1[CH2:47][CH2:48]1.[C:1]([CH3:2])([CH3:3])([CH3:4])[O:5][C:6](=[O:7])[N:8]1[CH2:9][CH2:10][CH:11]([OH:14])[CH2:12][CH2:13]1.[CH2:57]1[O:58][CH2:59][CH2:60][CH2:61]1.[CH3:33][C:34]([CH3:35])([O-:36])[CH3:37].[CH3:62][CH2:63][O:64][C:65](=[O:66])[CH3:67].[K+:38].[O:15]1[CH2:16][CH2:17][O:18][CH2:19][CH2:20][O:21][CH2:22][CH2:23][O:24][CH2:25][CH2:26][O:27][CH2:28][CH2:29][O:30][CH2:31][CH2:32]1.[OH2:68]>>[C:1]([CH3:2])([CH3:3])([CH3:4])[O:5][C:6](=[O:7])[N:8]1[CH2:9][CH2:10][CH:11]([O:14][CH2:40][c:41]2[c:42](-[c:49]3[c:50]([Cl:56])[cH:51][cH:52][cH:53][c:54]3[Cl:55])[n:43][o:44][c:45]2[CH:46]2[CH2:47][CH2:48]2)[CH2:12][CH2:13]1. Starting materials: CO, COC(=O)CCCC=Cc1ccccn1. Product: COC(=O)CCCCCc1ccccn1. As a reaction SMILES: [CH3:16][OH:17].[n:1]1[c:2]([CH:7]=[CH:8][CH2:9][CH2:10][CH2:11][C:12](=[O:13])[O:14][CH3:15])[cH:3][cH:4][cH:5][cH:6]1>>[n:1]1[c:2]([CH2:7][CH2:8][CH2:9][CH2:10][CH2:11][C:12](=[O:13])[O:14][CH3:15])[cH:3][cH:4][cH:5][cH:6]1. Reactants: O (water), ClC1=NC=CC2=CC=CC=C12 (1-chloroisoquinoline), C(C1=CC=CC=C1)N1CCNCC1 (1-benzylpiperazine), C(C)(C)N(C(C)C)CC (N,N-diisopropylethylamine). Run in CN(C)C=O (DMF), CN(C)C=O (DMF). Conditions: time 17 hour. The product is C(C1=CC=CC=C1)N1CCN(CC1)C1=NC=CC2=CC=CC=C12 (1-[4-Benzyl-(1-piperazinyl)]isoquinoline). Yield: 40.6%. As a reaction SMILES: Cl[C:2]1[C:11]2[C:6](=[CH:7][CH:8]=[CH:9][CH:10]=2)[CH:5]=[CH:4][N:3]=1.[CH2:12]([N:19]1[CH2:24][CH2:23][NH:22][CH2:21][CH2:20]1)[C:13]1[CH:18]=[CH:17][CH:16]=[CH:15][CH:14]=1.C(N(CC)C(C)C)(C)C.O>CN(C=O)C>[CH2:12]([N:19]1[CH2:24][CH2:23][N:22]([C:2]2[C:11]3[C:6](=[CH:7][CH:8]=[CH:9][CH:10]=3)[CH:5]=[CH:4][N:3]=2)[CH2:21][CH2:20]1)[C:13]1[CH:14]=[CH:15][CH:16]=[CH:17][CH:18]=1. Procedure: A solution of 1-chloroisoquinoline (1.64 g 10 mmol) in dry DMF (5 ml) was added to a stirred solution of 1-benzylpiperazine (1.85 g, 10.5 mmol) and N,N-diisopropylethylamine (2 ml, 1.5 g, 11.5 mmol) in dry DMF (5 ml) under Ar at room temperature. The solution was stirred at room temperature for 17 h. The yellow solution was heated at 110° C. for 7 h, treated with water (100 ml) and extracted with ether (2×50 ml). The extracts were dried (Na2SO4) and concentrated in vacuo. The residue was chromat... The reactants are C(C1=CC=CC=C1)OC=1C=C(C=CC1\C=C\CC1=CC(=C(C=C1)OS(=O)(=O)CCCC)OC)/C=C/C(=O)OC (methyl(E)-3-(3-benzyloxy-4-{(E)-3-[4-(butane-1-sulfonyloxy)-3-methoxyphenyl]propenyl}phenyl)acrylate), [H][H] (hydrogen). Reagents/catalysts: [Pd] (palladium-on-charcoal). Solvent: CO (methanol). Product: C(CCC)S(=O)(=O)OC1=C(C=C(C=C1)CCCC1=C(C=C(C=C1)CCC(=O)OC)O)OC (methyl 3-(4-{3-[4-(butane-1-sulfonyloxy)-3-methoxyphenyl]propyl}-3-hydroxyphenyl)propanoate). Isolated yield 86.1%. As a reaction SMILES: C([O:8][C:9]1[CH:10]=[C:11](/[CH:34]=[CH:35]/[C:36]([O:38][CH3:39])=[O:37])[CH:12]=[CH:13][C:14]=1/[CH:15]=[CH:16]/[CH2:17][C:18]1[CH:23]=[CH:22][C:21]([O:24][S:25]([CH2:28][CH2:29][CH2:30][CH3:31])(=[O:27])=[O:26])=[C:20]([O:32][CH3:33])[CH:19]=1)C1C=CC=CC=1.[H][H]>CO.[Pd]>[CH2:28]([S:25]([O:24][C:21]1[CH:22]=[CH:23][C:18]([CH2:17][CH2:16][CH2:15][C:14]2[CH:13]=[CH:12][C:11]([CH2:34][CH2:35][C:36]([O:38][CH3:39])=[O:37])=[CH:10][C:9]=2[OH:8])=[CH:19][C:20]=1[O:32][CH3:33])(=[O:27])=[O:26])[CH2:29][CH2:30][CH3:31]. Procedure: 11 g (20 mmol) of methyl(E)-3-(3-benzyloxy-4-{(E)-3-[4-(butane-1-sulfonyloxy)-3-methoxyphenyl]propenyl}phenyl)acrylate are dissolved in 100 ml of methanol and 1.1 g (10% massique) palladium-on-charcoal are then added. The reaction medium est placed under 1 atmosphere of hydrogen for 24 hours, and then filtered through Celite and rinsed with dichloromethane, and the filtration liquors are concentrated. The residue is purified by chromatography on a column of silica eluted with an 8/2 heptane/ethy... Starting materials: [Si](C1=CC=CC=C1)(C1=CC=CC=C1)(C(C)(C)C)OC\C=C/CC(S(=O)(=O)C1=CC=C(C=C1)Cl)C1=C(C=CC(=C1)F)F ((Z)-2-[5-(t-butyldiphenylsilyloxy)-1-[(4-chlorophenyl)sulfonyl]-3-pentenyl]-1,4-difluorobenzene), [F-].C(CCC)[N+](CCCC)(CCCC)CCCC (tetrabutylammonium fluoride), O (Water). Run in CCCCCC (hexane), O1CCCC1 (tetrahydrofuran), O1CCCC1 (tetrahydrofuran), CCCCCC (hexane). Run at time 2 hour. The product is ClC1=CC=C(C=C1)S(=O)(=O)C(C\C=C/CO)C1=C(C=CC(=C1)F)F ((Z)-5-[(4-Chlorophenyl)sulfonyl]-5-(2,5-difluorophenyl)-2-penten-1-ol). Isolated yield 57.8%. Reaction SMILES: [Si]([O:18][CH2:19]/[CH:20]=[CH:21]\[CH2:22][CH:23]([C:34]1[CH:39]=[C:38]([F:40])[CH:37]=[CH:36][C:35]=1[F:41])[S:24]([C:27]1[CH:32]=[CH:31][C:30]([Cl:33])=[CH:29][CH:28]=1)(=[O:26])=[O:25])(C(C)(C)C)(C1C=CC=CC=1)C1C=CC=CC=1.[F-].C([N+](CCCC)(CCCC)CCCC)CCC.O>O1CCCC1.CCCCCC>[Cl:33][C:30]1[CH:29]=[CH:28][C:27]([S:24]([CH:23]([C:34]2[CH:39]=[C:38]([F:40])[CH:37]=[CH:36][C:35]=2[F:41])[CH2:22]/[CH:21]=[CH:20]\[CH2:19][OH:18])(=[O:26])=[O:25])=[CH:32][CH:31]=1 |f:1.2|. Procedure: In tetrahydrofuran (5 ml) was dissolved (Z)-2-[5-(t-butyldiphenylsilyloxy)-1-[(4-chlorophenyl)sulfonyl]-3-pentenyl]-1,4-difluorobenzene (Isomer 246-A) (145 mg, 0.237 mmol). After dropwise addition of a tetrahydrofuran solution (1.0M, 0.5 ml, 0.5 mmol) of tetrabutylammonium fluoride, the mixture was stirred at room temperature for 2 hours. Water (0.2 ml) was added to the reaction mixture, followed by concentration under reduced pressure. The residue thus obtained was subjected to flash silica gel...